Task: describe an organic reaction: reactants, conditions, products, and yield. Dataset: the Open Reaction Database (ORD), a public repository of structured organic reaction records The reactants are COC=1C=C(C=C2C=C(NC12)C(N)=S)OC=1C=NC(=CC1)S(=O)(=O)C (7-methoxy-5-{[6-(methylsulfonyl)pyridin-3-yl]oxy}-1H-indole-2-carbothioamide), C(C#CC)(=O)OCC (ethyl 2-butynoate), C(CCC)P(CCCC)CCCC (tributylphosphine). The solvent is O1CCCC1 (tetrahydrofuran). Run at temperature 60 celsius, time 1 hour. The product is COC=1C=C(C=C2C=C(NC12)C=1SC(CN1)CC(=O)OCC)OC=1C=NC(=CC1)S(=O)(=O)C (Ethyl [2-(7-methoxy-5-{[6-(methylsulfonyl)pyridin-3-yl]oxy}-1H-indol-2-yl)-4,5-dihydro-1,3-thiazol-5-yl]acetate). Yield: 80.0%. RXN SMILES: [CH3:1][O:2][C:3]1[CH:4]=[C:5]([O:15][C:16]2[CH:17]=[N:18][C:19]([S:22]([CH3:25])(=[O:24])=[O:23])=[CH:20][CH:21]=2)[CH:6]=[C:7]2[C:11]=1[NH:10][C:9]([C:12](=[S:14])[NH2:13])=[CH:8]2.[C:26]([O:31][CH2:32][CH3:33])(=[O:30])[C:27]#[C:28][CH3:29].C(P(CCCC)CCCC)CCC>O1CCCC1>[CH3:1][O:2][C:3]1[CH:4]=[C:5]([O:15][C:16]2[CH:17]=[N:18][C:19]([S:22]([CH3:25])(=[O:24])=[O:23])=[CH:20][CH:21]=2)[CH:6]=[C:7]2[C:11]=1[NH:10][C:9]([C:12]1[S:14][CH:28]([CH2:27][C:26]([O:31][CH2:32][CH3:33])=[O:30])[CH2:29][N:13]=1)=[CH:8]2. Procedure: A mixture of 7-methoxy-5-{[6-(methylsulfonyl)pyridin-3-yl]oxy}-1H-indole-2-carbothioamide (10.7 g), ethyl 2-butynoate (8.2 mL), tributylphosphine (7.0 mL) and tetrahydrofuran (400 mL) was stirred at 60° C. for 1 h. The mixture was concentrated under reduced pressure. The residue was purified by silica gel column chromatography (ethyl acetate/hexane=5/95 to 100/0, volume ratio) to give the title compound (11.06 g, 80%) as an orange amorphous solid. MS 490 (MH+). Reactants: NC1=C(C(=O)NC)C=CC=C1F (2-Amino-3-fluoro-N-methyl-benzamide), C(C)(=O)O (acetic acid), BrBr (bromine). Run at time 20 minute. The product is NC1=C(C(=O)NC)C=C(C=C1F)Br (2-amino-5-bromo-3-fluoro-N-methyl-benzamide). As a reaction SMILES: [NH2:1][C:2]1[C:11]([F:12])=[CH:10][CH:9]=[CH:8][C:3]=1[C:4]([NH:6][CH3:7])=[O:5].C(O)(=O)C.[Br:17]Br>>[NH2:1][C:2]1[C:11]([F:12])=[CH:10][C:9]([Br:17])=[CH:8][C:3]=1[C:4]([NH:6][CH3:7])=[O:5]. Procedure: 2-Amino-3-fluoro-N-methyl-benzamide (10.0 g, 59.5 mmol) was dissolved in acetic acid (100 mL, 176 mmol) and bromine (3.22 mL, 62.4 mmol) was added. The reaction was stirred at room temperature for 20 minutes and the precipitate was then collected by filtration and washed with ethyl ether. The white solid was dried overnight under high vacuum at 50° C. to obtain 2-amino-5-bromo-3-fluoro-N-methyl-benzamide; hydrobromide as a white solid (16.8 g, 86%). LCMS (m/e) 216 (M-NHCH3); 1H-NMR (d6-DMSO, 400... Starting materials: [O-]B[O-], CC(C)c1cc(Oc2c(Br)cc(C(=O)O)cc2Br)ccc1O, CCCC[N+](CCCC)(CCCC)CCCC, CCCC[N+](CCCC)(CCCC)CCCC, CCBr, ClCCl, Cl, C1CCOC1. Product: CC(C)c1cc(Oc2c(Br)cc(CO)cc2Br)ccc1O. As a reaction SMILES: [BH:23]([O-:24])[O-:25].[Br:1][c:2]1[cH:3][c:4]([C:5](=[O:6])[OH:7])[cH:8][c:9]([Br:22])[c:10]1[O:11][c:12]1[cH:13][c:14]([CH:19]([CH3:20])[CH3:21])[c:15]([OH:18])[cH:16][cH:17]1.[CH2:26]([N+:27]([CH2:28][CH2:29][CH2:30][CH3:31])([CH2:32][CH2:33][CH2:34][CH3:35])[CH2:36][CH2:37][CH2:38][CH3:39])[CH2:40][CH2:41][CH3:42].[CH2:43]([N+:44]([CH2:45][CH2:46][CH2:47][CH3:48])([CH2:49][CH2:50][CH2:51][CH3:52])[CH2:53][CH2:54][CH2:55][CH3:56])[CH2:57][CH2:58][CH3:59].[CH2:60]([Br:61])[CH3:62].[Cl:64][CH2:65][Cl:66].[ClH:63].[O:67]1[CH2:68][CH2:69][CH2:70][CH2:71]1>>[Br:1][c:2]1[cH:3][c:4]([CH2:5][OH:6])[cH:8][c:9]([Br:22])[c:10]1[O:11][c:12]1[cH:13][c:14]([CH:19]([CH3:20])[CH3:21])[c:15]([OH:18])[cH:16][cH:17]1. Reactants: BrBr (bromine), BrBr (bromine), CC1=CC=C(OC(C(=O)OCC)C)C=C1 (ethyl 2-(4-methyl-phenoxy) -propionate), N(=NC(C#N)(C)C)C(C#N)(C)C (2,2'-azo-bis-(2-methyl-propionitrile)). Reagents/catalysts: catalyst. The solvent is C(Cl)(Cl)Cl (chloroform), C(Cl)(Cl)Cl (chloroform). Conditions: temperature 40 celsius, time 2 hour. The product is BrCC1=CC=C(OC(C(=O)OCC)C)C=C1 (ethyl 2-(4-bromomethyl-phenoxy)-propionate). RXN SMILES: [CH3:1][C:2]1[CH:15]=[CH:14][C:5]([O:6][CH:7]([CH3:13])[C:8]([O:10][CH2:11][CH3:12])=[O:9])=[CH:4][CH:3]=1.N(C(C)(C)C#N)=NC(C)(C)C#N.[Br:28]Br>C(Cl)(Cl)Cl>[Br:28][CH2:1][C:2]1[CH:15]=[CH:14][C:5]([O:6][CH:7]([CH3:13])[C:8]([O:10][CH2:11][CH3:12])=[O:9])=[CH:4][CH:3]=1. Reported procedure: 17 gm (0.08 mol) of ethyl 2-(4-methyl-phenoxy) -propionate and 0.2 gm of 2,2'-azo-bis-(2-methyl-propionitrile) were dissolved in 100 ml of chloroform, and the solution was heated to its boiling point. One-half of a solution of 5.4 ml of bromine in 20 ml of chloroform was then added to the boiling solution over a period of 45 minutes. The reaction mixture was now cooled to about 40° C., an additional 0.2 gm of the catalyst was added, the mixture was again heated to its boiling point, and the othe... Starting materials: CC(C)(C1=CC=CC=C1)N1N=C(N=N1)C1=CC=C(C=C1)CN(C[C@@H]([C@H](CC1=CC=CC=C1)NC([C@@H](NC(=O)OC)[C@@H](C)CC)=O)O)NC(=O)OC(C)(C)C (1-{4-[2-(1-methyl-1-phenyl-ethyl)-2H-tetrazol-5-yl]-phenyl}-4(S)-hydroxy-2-(tert-butoxycarbonyl)amino-5(S)-N-(N-methoxycarbonyl-(L)-iso-leucyl)amino-6-phenyl-2-azahexane), Cl (HCl). Solvent: C(C)#N (acetonitrile). The product is Cl.CC(C)(C1=CC=CC=C1)N1N=C(N=N1)C1=CC=C(C=C1)CN(C[C@@H]([C@H](CC1=CC=CC=C1)NC([C@@H](NC(=O)OC)[C@@H](C)CC)=O)O)N (1-{4-[2-(1-Methyl-1-phenyl-ethyl)-2H-tetrazol-5-yl]-phenyl}-4(S)-hydroxy-2-amino-5(S)-N-(N-methoxycarbonyl-(L)-iso-leucyl)amino-6-phenyl-2-azahexane hydrochloride). Reaction SMILES: [CH3:1][C:2]([N:10]1[N:14]=[N:13][C:12]([C:15]2[CH:20]=[CH:19][C:18]([CH2:21][N:22]([NH:47]C(OC(C)(C)C)=O)[CH2:23][C@H:24]([OH:46])[C@@H:25]([NH:33][C:34](=[O:45])[C@H:35]([C@H:41]([CH2:43][CH3:44])[CH3:42])[NH:36][C:37]([O:39][CH3:40])=[O:38])[CH2:26][C:27]3[CH:32]=[CH:31][CH:30]=[CH:29][CH:28]=3)=[CH:17][CH:16]=2)=[N:11]1)([C:4]1[CH:9]=[CH:8][CH:7]=[CH:6][CH:5]=1)[CH3:3].[ClH:55]>C(#N)C>[ClH:55].[CH3:1][C:2]([N:10]1[N:14]=[N:13][C:12]([C:15]2[CH:16]=[CH:17][C:18]([CH2:21][N:22]([NH2:47])[CH2:23][C@H:24]([OH:46])[C@@H:25]([NH:33][C:34](=[O:45])[C@H:35]([C@H:41]([CH2:43][CH3:44])[CH3:42])[NH:36][C:37]([O:39][CH3:40])=[O:38])[CH2:26][C:27]3[CH:28]=[CH:29][CH:30]=[CH:31][CH:32]=3)=[CH:19][CH:20]=2)=[N:11]1)([C:4]1[CH:5]=[CH:6][CH:7]=[CH:8][CH:9]=1)[CH3:3] |f:3.4|. Procedure: Under a nitrogen atmosphere, 317 mg (0.43 mmol) of 1-{4-[2-(1-methyl-1-phenyl-ethyl)-2H-tetrazol-5-yl]-phenyl}-4(S)-hydroxy-2-(tert-butoxycarbonyl)amino-5(S)-N-(N-methoxycarbonyl-(L)-iso-leucyl)amino-6-phenyl-2-azahexane in 15 ml of acetonitrile and 15 ml of 2N HCl are stirred at 50° C. for 20 hours and worked up analogously to Example 25h to form the title compound: HPLC20-100: tRet=14.4.